This data is from the Open Reaction Database (ORD), a public repository of structured organic reaction records. The task is: describe an organic reaction: reactants, conditions, products, and yield Starting materials: O=C(n1ccnc1)n1ccnc1, CON, O=C(O)Cc1cc([N+](=O)[O-])ccc1Cl, Cl, CN(C)C=O. The product is CONC(=O)Cc1cc([N+](=O)[O-])ccc1Cl. As a reaction SMILES: [C:15]([n:16]1[cH:17][cH:18][n:19][cH:20]1)([n:21]1[cH:22][cH:23][n:24][cH:25]1)=[O:26].[CH3:28][O:29][NH2:30].[Cl:1][c:2]1[c:3]([CH2:11][C:12](=[O:13])[OH:14])[cH:4][c:5]([N+:8](=[O:9])[O-:10])[cH:6][cH:7]1.[ClH:27].[O:31]=[CH:32][N:33]([CH3:34])[CH3:35]>>[Cl:1][c:2]1[c:3]([CH2:11][C:12](=[O:14])[NH:30][O:29][CH3:28])[cH:4][c:5]([N+:8](=[O:9])[O-:10])[cH:6][cH:7]1. Starting materials: [F-].[K+] (potassium fluoride), C(C)(=O)NC1=CC=C(C=C1)S(=O)(=O)Cl (p-acetamidobenzenesulfonyl chloride). Run in O (water), O (water). Yields the product C(C)(=O)NC1=CC=C(C=C1)S(=O)(=O)F (p-acetamidobenzenesulfonyl fluoride). Isolated yield 28.7%. As a reaction SMILES: [C:1]([NH:4][C:5]1[CH:10]=[CH:9][C:8]([S:11](Cl)(=[O:13])=[O:12])=[CH:7][CH:6]=1)(=[O:3])[CH3:2].[F-:15].[K+]>O>[C:1]([NH:4][C:5]1[CH:10]=[CH:9][C:8]([S:11]([F:15])(=[O:13])=[O:12])=[CH:7][CH:6]=1)(=[O:3])[CH3:2] |f:1.2|. Procedure details: 60 gm (.257 mole) of p-acetamidobenzenesulfonyl chloride was added to 15 ml water and stirred to form a thick paste. 20 gm (.416 mole) of potassium fluoride dissolved in 25 ml water was added and the resulting slurry was heated for one hour in an oil bath at reflux. After one hour the slurry was cooled, filtered, washed with ice water and dried by suction. The crude product was recrystallized from 95% ethanol to give 16 gm of p-acetamidobenzenesulfonyl fluoride mp 169°-171° C; literature value 1...